This data is from the Open Reaction Database (ORD), a public repository of structured organic reaction records. The task is: describe an organic reaction: reactants, conditions, products, and yield Starting materials: O=C1c2cc(Br)ccc2CC12CCC(C(F)F)CC2, C1CCOC1, CC(C)(C)S(N)=O, CCOC(C)=O, CC[O-], CC[O-], CC[O-], CC[O-], [Na+], O=C([O-])O, [Ti+4]. The product is CC(C)(C)S(=O)N=C1c2cc(Br)ccc2CC12CCC(C(F)F)CC2. As a reaction SMILES: [Br:8][c:9]1[cH:10][cH:11][c:12]2[c:24]([cH:25]1)[C:23](=[O:26])[C:14]1([CH2:13]2)[CH2:15][CH2:16][CH:17]([CH:20]([F:21])[F:22])[CH2:18][CH2:19]1.[CH2:38]1[O:39][CH2:40][CH2:41][CH2:42]1.[CH3:1][C:2]([CH3:3])([CH3:4])[S:5](=[O:6])[NH2:7].[CH3:27][CH2:28][O:29][C:30]([CH3:31])=[O:32].[CH3:43][CH2:44][O-:45].[CH3:47][CH2:48][O-:49].[CH3:50][CH2:51][O-:52].[CH3:53][CH2:54][O-:55].[Na+:37].[O-:33][C:34]([OH:35])=[O:36].[Ti+4:46]>>[CH3:1][C:2]([CH3:3])([CH3:4])[S:5](=[O:6])[N:7]=[C:23]1[C:14]2([CH2:13][c:12]3[cH:11][cH:10][c:9]([Br:8])[cH:25][c:24]31)[CH2:15][CH2:16][CH:17]([CH:20]([F:21])[F:22])[CH2:18][CH2:19]2. As a reaction SMILES: [H-].[Na+].C[N:4](C)[CH:5]=[O:6].N1C2[NH:14][C:15]3[CH:23]=[CH:22][CH:21]=[CH:20][C:16]=3[C:17](=O)NC=2C=CC=1.[Cl-].[NH4+].[C:26]1(C)C=CC=CC=1>C(O)(C)C.C(OC(C)C)(C)C>[N:14]1[C:15]2[CH:23]=[CH:22][CH:21]=[CH:20][C:16]=2[CH:17]=[CH:26][C:5](=[O:6])[N:4]=1 |f:0.1,4.5|. The product is N1=NC(C=CC2=C1C=CC=C2)=O (Benzodiazepinone). Procedure details: A 12 g (0.3 mole) sample of 60% sodium hydride was added to dimethylformamide (DMF) with stirring and cooling. 11H-Pyrido[2,3-b][1,4]benzodiazepin-6(5H)-one, 21.1 g (0.10 mole) as a powder, was added and rinsed in with dimethylformamide (DMF). The total DMF used was 100 ml. The reaction mixture was warmed to 55° C. for 10 min, then cooled down to 35° C. and the 3-dimethylaminopropyl chloride solution, as prepared above, was added. The reaction mixture was slowly heated to 65° C. over a one hour ... Solvent: C(C)(C)O (isopropanol), C(C)(C)OC(C)C (isopropyl ether). Run at temperature 55 celsius. Isolated yield 83.0%. Starting materials: [Cl-].[NH4+] (ammonium chloride), [H-].[Na+] (sodium hydride), CN(C=O)C (dimethylformamide), N1=CC=CC2=C1NC1=C(C(N2)=O)C=CC=C1 (11H-Pyrido[2,3-b][1,4]benzodiazepin-6(5H)-one), C1(=CC=CC=C1)C (toluene). The reactants are S1C=NC(=C1)C=O (Thiazole-4-carbaldehyde), C(C)(C)N(CC)C(C)C (diisopropylethyl amine), C(C)(=O)O[BH-](OC(C)=O)OC(C)=O.[Na+] (sodium triacetoxyborohydride), C(#N)[BH3-].[Na+] (sodium cyanoborohydride), N[C@H](C(=O)N1CCC2=CC=C(C=C12)C=1C=NC=NC1)CC1=CC=CC=C1 ((S)-2-amino-3-phenyl-1-(6-(pyrimidin-5-yl)indolin-1-yl)propan-1-one). Solvent: ClCCl (dichloromethane), C([O-])(O)=O.[Na+] (sodium bicarbonate), ClCCCl.C1CCOC1 (DCE THF). Run at temperature 70 celsius, time 3 hour. Yields the product C1(=CC=CC=C1)C[C@@H](C(=O)N1CCC2=CC=C(C=C12)C=1C=NC=NC1)NCC=1N=CSC1 ((S)-3-phenyl-1-(6-(pyrimidin-5-yl)indolin-1-yl)-2-(thiazol-4-ylmethylamino)propan-1-one). The yield is 34.2%. RXN SMILES: [NH2:1][C@@H:2]([CH2:20][C:21]1[CH:26]=[CH:25][CH:24]=[CH:23][CH:22]=1)[C:3]([N:5]1[C:13]2[C:8](=[CH:9][CH:10]=[C:11]([C:14]3[CH:15]=[N:16][CH:17]=[N:18][CH:19]=3)[CH:12]=2)[CH2:7][CH2:6]1)=[O:4].[S:27]1[CH:31]=[C:30]([CH:32]=O)[N:29]=[CH:28]1.C(N(C(C)C)CC)(C)C.C(O[BH-](OC(=O)C)OC(=O)C)(=O)C.[Na+].C([BH3-])#N.[Na+]>ClCCCl.C1COCC1.ClCCl.C(=O)(O)[O-].[Na+]>[C:21]1([CH2:20][C@H:2]([NH:1][CH2:32][C:30]2[N:29]=[CH:28][S:27][CH:31]=2)[C:3]([N:5]2[C:13]3[C:8](=[CH:9][CH:10]=[C:11]([C:14]4[CH:19]=[N:18][CH:17]=[N:16][CH:15]=4)[CH:12]=3)[CH2:7][CH2:6]2)=[O:4])[CH:26]=[CH:25][CH:24]=[CH:23][CH:22]=1 |f:3.4,5.6,7.8,10.11|. Procedure details: The (S)-2-amino-3-phenyl-1-(6-(pyrimidin-5-yl)indolin-1-yl)propan-1-one (39.0 mg, 110 μmol) was dissolved in a DCE/THF mixture 1.5 mL. Thiazole-4-carbaldehyde (13 mg, 110 μmol), diisopropylethyl amine (20 μl, 110 μmol), and sodium triacetoxyborohydride (48 mg, 230 μmol) was added to the reaction mixture. The resulting solution was heated to 70° C. and stirred for three hours. LCMS indicated starting material was still present. 24 mg of sodium cyanoborohydride was added and the solution was stirr... Starting materials: C(COCCOCCO)O (triethylene glycol), [OH-].[K+] (potassium hydroxide), C(CCCCCC)C1=CC=C(C=C1)CC(=S)N1CCOCC1 (4-[2-(4-heptylphenyl)-1-thioxoethyl]morpholine), Cl (hydrochloric acid). The solvent is O (water). Product: C(CCCCCC)C1=CC=C(C=C1)CC(=O)O (p-heptylphenylacetic acid). The yield is 18.0%. Reaction SMILES: [CH2:1]([C:8]1[CH:13]=[CH:12][C:11](CC(N2CCOCC2)=S)=[CH:10][CH:9]=1)[CH2:2][CH2:3][CH2:4][CH2:5][CH2:6][CH3:7].C(O)COCCO[CH2:29][CH2:30][OH:31].[OH-:33].[K+].Cl>O>[CH2:1]([C:8]1[CH:9]=[CH:10][C:11]([CH2:29][C:30]([OH:31])=[O:33])=[CH:12][CH:13]=1)[CH2:2][CH2:3][CH2:4][CH2:5][CH2:6][CH3:7] |f:2.3|. Procedure details: To 56.1 g of the 4-[2-(4-heptylphenyl)-1-thioxoethyl]morpholine thus obtained, were added 300 ml of triethylene glycol, 50 ml of water and 37.3 g of potassium hydroxide. The resulting mixture was heated under reflux for six hours and then allowed to cool to room temperature. Then 10% hydrochloric acid was added thereto by portions until the pH value of the solution became slightly acidic. The reaction product was extracted with 300 ml of ethyl acetate and the organic layer was washed with water ... Starting materials: FC=1C=C(C(=O)NC2=CC=C(C3=CC=CC=C23)OC2=NC(=NC=C2)S(=O)(=O)C)C=C(C1)N1CCOCC1 (3-fluoro-N-(4-{[2-(methylsulfonyl)pyrimidin-4-yl]oxy}-1-naphthyl)-5-morpholin-4-ylbenzamide), N1C=NC=C1 (imidazole). The product is FC=1C=C(C(=O)NC2=CC=C(C3=CC=CC=C23)OC2=NC(=NC=C2)N2C=NC=C2)C=C(C1)N1CCOCC1 (3-Fluoro-N-(4-{[2-(1H-imidazol-1-yl)pyrimidin-4-yl]oxy}-1-naphthyl)-5-morpholin-4-ylbenzamide). RXN SMILES: [F:1][C:2]1[CH:3]=[C:4]([CH:29]=[C:30]([N:32]2[CH2:37][CH2:36][O:35][CH2:34][CH2:33]2)[CH:31]=1)[C:5]([NH:7][C:8]1[C:17]2[C:12](=[CH:13][CH:14]=[CH:15][CH:16]=2)[C:11]([O:18][C:19]2[CH:24]=[CH:23][N:22]=[C:21](S(C)(=O)=O)[N:20]=2)=[CH:10][CH:9]=1)=[O:6].[NH:38]1[CH:42]=[CH:41][N:40]=[CH:39]1>>[F:1][C:2]1[CH:3]=[C:4]([CH:29]=[C:30]([N:32]2[CH2:37][CH2:36][O:35][CH2:34][CH2:33]2)[CH:31]=1)[C:5]([NH:7][C:8]1[C:17]2[C:12](=[CH:13][CH:14]=[CH:15][CH:16]=2)[C:11]([O:18][C:19]2[CH:24]=[CH:23][N:22]=[C:21]([N:38]3[CH:42]=[CH:41][N:40]=[CH:39]3)[N:20]=2)=[CH:10][CH:9]=1)=[O:6]. Procedure: Compound is prepared from 3-fluoro-N-(4-{[2-(methylsulfonyl)pyrimidin-4-yl]oxy}-1-naphthyl)-5-morpholin-4-ylbenzamide and imidazole according to conditions described in general procedure C. Mp: 153-154° C.; 1H NMR (400 MHz, CDCl3) δ 3.29 (s, 4 H), 3.89 (s, 4 H), 6.79-6.85 (m, 2 H), 7.01 (d, J=1.5 Hz, 1 H), 7.12 (d, J=8.2 Hz, 1 H), 7.35 (d, J=2.7 Hz, 1 H), 7.38 (d, J=2.3 Hz, 1 H), 7.53-7.64 (m, 3 H), 7.91-7.93 (m, 1 H), 7.97 (d, J=7.4 Hz, 1 H), 8.05 (d, J=8.2 Hz, 1 H), 8.25-8.27 (m, 2 H), 8.53-8.... Starting materials: CN1CCC(CC1)C(C)(C1=CC=CC=C1)N1CCN(CC1)C(=O)OC(C)(C)C (tert-butyl 4-[1-(1-methylpiperidin-4-yl)-1-phenylethyl]piperazine-1-carboxylate), FC(C(=O)O)(F)F (trifluoroacetic acid). The solvent is C(Cl)Cl (methylene chloride). Conditions: time 2 hour. The product is CN1CCC(CC1)C(C)(C1=CC=CC=C1)N1CCNCC1 (1-[1-(1-methylpiperidin-4-yl)-1-phenylethyl]piperazine). The yield is 84.9%. Reaction SMILES: [CH3:1][N:2]1[CH2:7][CH2:6][CH:5]([C:8]([N:16]2[CH2:21][CH2:20][N:19](C(OC(C)(C)C)=O)[CH2:18][CH2:17]2)([C:10]2[CH:15]=[CH:14][CH:13]=[CH:12][CH:11]=2)[CH3:9])[CH2:4][CH2:3]1.FC(F)(F)C(O)=O>C(Cl)Cl>[CH3:1][N:2]1[CH2:7][CH2:6][CH:5]([C:8]([N:16]2[CH2:17][CH2:18][NH:19][CH2:20][CH2:21]2)([C:10]2[CH:15]=[CH:14][CH:13]=[CH:12][CH:11]=2)[CH3:9])[CH2:4][CH2:3]1. Reported procedure: To a solution of tert-butyl 4-[1-(1-methylpiperidin-4-yl)-1-phenylethyl]piperazine-1-carboxylate 0.16 g (0.41 mmol) in methylene chloride (20 ml) was added trifluoroacetic acid (5 ml) and resulting mixture stirred at room temperature for 2 hours. The reaction mixture was concentrated, dissolved in methylene chloride and washed with saturated sodium bicarbonate and brine. The methylene chloride solution was dried over sodium sulfate and concentrated to give 0.1 g (yield 82%) of desired product.